From a dataset of the Open Reaction Database (ORD), a public repository of structured organic reaction records. describe an organic reaction: reactants, conditions, products, and yield The reactants are C1CCOC1, [Li]CCCC, C[Si](C)(C)Cl, CCOC(C)=O, Clc1ccsc1, O. Yields the product C[Si](C)(C)c1sccc1Cl. As a reaction SMILES: [CH2:18]1[O:19][CH2:20][CH2:21][CH2:22]1.[CH2:7]([Li:8])[CH2:9][CH2:10][CH3:11].[CH3:12][Si:13]([CH3:14])([CH3:15])[Cl:16].[CH3:23][CH2:24][O:25][C:26]([CH3:27])=[O:28].[Cl:1][c:2]1[cH:3][s:4][cH:5][cH:6]1.[OH2:17]>>[Cl:1][c:2]1[c:3]([Si:13]([CH3:12])([CH3:14])[CH3:15])[s:4][cH:5][cH:6]1.